This data is from the Open Reaction Database (ORD), a public repository of structured organic reaction records. The task is: describe an organic reaction: reactants, conditions, products, and yield Reported procedure: 3-Cyano-6-methyl-4-trifluoromethylpyrid-2-one was prepared from 1,1,1-trifluoroacetylacetone and cyanoacetamide following the procedure of Kametani and Sato (Yakugaku Kenkyu 34, 117, 1962). 3-Cyano-4,6-dimethylpyrid-2-one and 3-cyano-4,5,6-trimethylpyrid-2-one were similarly prepared from acetylacetone and cyanoacetamide, and 3-methylpentan-2,4-dione and cyanoacetamide respectively. As a reaction SMILES: [CH3:1][C:2]([CH2:4][C:5]([C:7]([F:10])([F:9])[F:8])=O)=O.[C:11]([CH2:13][C:14]([NH2:16])=[O:15])#[N:12].C(C1C(=O)NC(C)=CC=1C)#N.C(C1C(=O)NC(C)=C(C)C=1C)#N.C(CC(=O)C)(=O)C.CC(C(=O)C)C(=O)C>>[C:11]([C:13]1[C:14](=[O:15])[NH:16][C:2]([CH3:1])=[CH:4][C:5]=1[C:7]([F:10])([F:9])[F:8])#[N:12]. Reactants: C(#N)C=1C(NC(=CC1C)C)=O (3-Cyano-4,6-dimethylpyrid-2-one), C(#N)C=1C(NC(=C(C1C)C)C)=O (3-cyano-4,5,6-trimethylpyrid-2-one), C(C)(=O)CC(C)=O (acetylacetone), C(#N)CC(=O)N (cyanoacetamide), CC(C(C)=O)C(C)=O (3-methylpentan-2,4-dione), C(#N)CC(=O)N (cyanoacetamide), CC(=O)CC(=O)C(F)(F)F (1,1,1-trifluoroacetylacetone), C(#N)CC(=O)N (cyanoacetamide). Yields the product C(#N)C=1C(NC(=CC1C(F)(F)F)C)=O (3-Cyano-6-methyl-4-trifluoromethylpyrid-2-one). As a reaction SMILES: [Cl:57][CH2:58][Cl:59].[F:38][C:39]([F:40])([F:41])[C:42]([O:43][C:44](=[O:45])[C:46]([F:47])([F:48])[F:49])=[O:50].[cH:51]1[cH:52][cH:53][n:54][cH:55][cH:56]1.[n:1]1[c:2]2[c:3]([n:4][o:5]1)[c:6]([CH:10]1[C:11]([C:33](=[O:34])[O:35][CH2:36][CH3:37])=[C:12]([CH:26]([O:27][CH2:28][CH3:29])[O:30][CH2:31][CH3:32])[NH:13][C:14]([C:21]([F:22])([F:23])[F:24])([OH:25])[CH:15]1[C:16](=[O:17])[O:18][CH2:19][CH3:20])[cH:7][cH:8][cH:9]2>>[n:1]1[c:2]2[c:3]([n:4][o:5]1)[c:6]([CH:10]1[C:11]([C:33](=[O:34])[O:35][CH2:36][CH3:37])=[C:12]([CH:26]([O:27][CH2:28][CH3:29])[O:30][CH2:31][CH3:32])[NH:13][C:14]([C:21]([F:22])([F:23])[F:24])=[C:15]1[C:16](=[O:17])[O:18][CH2:19][CH3:20])[cH:7][cH:8][cH:9]2. The product is CCOC(=O)C1=C(C(OCC)OCC)NC(C(F)(F)F)=C(C(=O)OCC)C1c1cccc2nonc12. The reactants are ClCCl, O=C(OC(=O)C(F)(F)F)C(F)(F)F, c1ccncc1, CCOC(=O)C1=C(C(OCC)OCC)NC(O)(C(F)(F)F)C(C(=O)OCC)C1c1cccc2nonc12.